Task: describe an organic reaction: reactants, conditions, products, and yield. Dataset: the Open Reaction Database (ORD), a public repository of structured organic reaction records Reactants: OC1(C2=C(CCC3=C1N=C(O3)C)C=CC=C2)C=2C(NC(N(C2)C)=O)=O ((±)-5-(9,10-Dihydro-4-hydroxy-2-methyl-4H-benzo[5,6]cyclohepta[1,2-d]oxazol-4-yl)-1-methyl-2,4(1H,3H)-pyrimidinedione). Solvent: FC(C(=O)O)(F)F (trifluoroacetic acid). The product is CC=1OC2=C(N1)C(C1=C(C=C2)C=CC=C1)C=1C(NC(N(C1)C)=O)=O ((±)-5-(2-Methyl-4H-benzo[5,6]cyclohepta[1,2-d]oxazol-4-yl)-1-methyl-2,4(1H,3H)-pyrimidinedione). RXN SMILES: O[C:2]1([C:17]2[C:18](=[O:25])[NH:19][C:20](=[O:24])[N:21]([CH3:23])[CH:22]=2)[C:8]2[N:9]=[C:10]([CH3:12])[O:11][C:7]=2[CH2:6][CH2:5][C:4]2[CH:13]=[CH:14][CH:15]=[CH:16][C:3]1=2>FC(F)(F)C(O)=O>[CH3:12][C:10]1[O:11][C:7]2[CH:6]=[CH:5][C:4]3[CH:13]=[CH:14][CH:15]=[CH:16][C:3]=3[CH:2]([C:17]3[C:18](=[O:25])[NH:19][C:20](=[O:24])[N:21]([CH3:23])[CH:22]=3)[C:8]=2[N:9]=1. Procedure: A stirred solution of the product from step (ii) (280 mg) in trifluoroacetic acid (5 ml), was heated under reflux for 96 h and evaporated. The residue was slurried in toluene and evaporated (twice). Purification was by flash chromatography eluting 50% acetone in isohexane, followed by a second column eluting with 4% ethanol in dichloromethane to give a yellow solid. Yield 75 mg. Used directly in the next step. The reactants are C([O-])(O)=O.[Na+] (Sodium bicarbonate), ClCC=1[C@@H]2C(C(CC1)C2)(C)C ((1s)-10-chloro-2-pinene), O=C1[C@@H](CNC2=C(N1)C=CC=C2)NC(=O)OC(C)(C)C ((R)-2-oxo-3-tert-butoxycarbonylamino-1,3,4,5-tetrahydro-2H-1,5-benzodiazepine). The solvent is CO (methanol). Yields the product O=C1[C@@H](CN(C2=C(N1)C=CC=C2)CC=2[C@@H]1C(C(CC2)C1)(C)C)NC(=O)OC(C)(C)C ((3R)-2-oxo-3-tert-butoxycarbonylamino-5-[(1S)-2-pinen-10-yl]-1,3,4,5-tetrahydro-2H-1,5-benzodiazepine). Isolated yield 61.6%. As a reaction SMILES: C(=O)(O)[O-].[Na+].Cl[CH2:7][C:8]1[C@H:9]2[CH2:14][CH:11]([CH2:12][CH:13]=1)[C:10]2([CH3:16])[CH3:15].[O:17]=[C:18]1[NH:24][C:23]2[CH:25]=[CH:26][CH:27]=[CH:28][C:22]=2[NH:21][CH2:20][C@H:19]1[NH:29][C:30]([O:32][C:33]([CH3:36])([CH3:35])[CH3:34])=[O:31]>CO>[O:17]=[C:18]1[NH:24][C:23]2[CH:25]=[CH:26][CH:27]=[CH:28][C:22]=2[N:21]([CH2:7][C:8]2[C@H:9]3[CH2:14][CH:11]([CH2:12][CH:13]=2)[C:10]3([CH3:16])[CH3:15])[CH2:20][C@H:19]1[NH:29][C:30]([O:32][C:33]([CH3:36])([CH3:35])[CH3:34])=[O:31] |f:0.1|. Reported procedure: Sodium bicarbonate (2.02 g) and (1s)-10-chloro-2-pinene (4.1 g) were added to a solution of (R)-2-oxo-3-tert-butoxycarbonylamino-1,3,4,5-tetrahydro-2H-1,5-benzodiazepine (2.22 g) in anhydrous methanol (40 ml), and the mixture was refluxed overnight. The reaction mixture was concentrated under reduced pressure, water (200 ml) was added, and extracted with ethyl acetate (200 ml) twice. The organic layer was washed with saturated brine, dried over anhydrous sodium sulfate. The solvent was evaporate... Reactants: O=C([O-])O, CC(C)=O, [Na+], CCCCCCCCCCCCCCCCCCOCC(COP(=O)([O-])OCCCCCN1CCCC1)OC(=O)CC(C)=O. The product is CCCCCCCCCCCCCCCCCCOCC(COP(=O)([O-])OCCCCC[N+]1(C)CCCC1)OC(=O)CC(C)=O. As a reaction SMILES: [C:45](=[O:46])([O-:47])[OH:48].[CH3:50][C:51](=[O:52])[CH3:53].[Na+:49].[P:1](=[O:2])([O:3][CH2:4][CH:5]([CH2:6][O:7][CH2:8][CH2:9][CH2:10][CH2:11][CH2:12][CH2:13][CH2:14][CH2:15][CH2:16][CH2:17][CH2:18][CH2:19][CH2:20][CH2:21][CH2:22][CH2:23][CH2:24][CH3:25])[O:26][C:27]([CH2:28][C:29](=[O:30])[CH3:31])=[O:32])([O:33][CH2:34][CH2:35][CH2:36][CH2:37][CH2:38][N:39]1[CH2:40][CH2:41][CH2:42][CH2:43]1)[O-:44]>>[P:1](=[O:2])([O:3][CH2:4][CH:5]([CH2:6][O:7][CH2:8][CH2:9][CH2:10][CH2:11][CH2:12][CH2:13][CH2:14][CH2:15][CH2:16][CH2:17][CH2:18][CH2:19][CH2:20][CH2:21][CH2:22][CH2:23][CH2:24][CH3:25])[O:26][C:27]([CH2:28][C:29](=[O:30])[CH3:31])=[O:32])([O:33][CH2:34][CH2:35][CH2:36][CH2:37][CH2:38][N+:39]1([CH3:45])[CH2:40][CH2:41][CH2:42][CH2:43]1)[O-:44]. The reactants are F[B-](F)(F)F, CN(C)C=O, CCN(C(C)C)C(C)C, Cl, O=C(c1ccc(F)cc1)C1CCNCC1, O=C(O)c1ncoc1-c1ccccc1, CN(C)C(On1nnc2ccccc21)=[N+](C)C. Yields the product O=C(c1ccc(F)cc1)C1CCN(C(=O)c2ncoc2-c2ccccc2)CC1. Reaction SMILES: [B-:31]([F:32])([F:33])([F:34])[F:35].[CH3:62][N:63]([CH3:64])[CH:65]=[O:66].[CH:53]([N:54]([CH:55]([CH3:56])[CH3:57])[CH2:58][CH3:59])([CH3:60])[CH3:61].[ClH:15].[F:16][c:17]1[cH:18][cH:19][c:20]([C:21](=[O:22])[CH:23]2[CH2:24][CH2:25][NH:26][CH2:27][CH2:28]2)[cH:29][cH:30]1.[c:1]1(-[c:7]2[c:8]([C:12](=[O:13])[OH:14])[n:9][cH:10][o:11]2)[cH:2][cH:3][cH:4][cH:5][cH:6]1.[n:36]1([O:37][C:38]([N:39]([CH3:40])[CH3:41])=[N+:42]([CH3:43])[CH3:44])[c:45]2[cH:46][cH:47][cH:48][cH:49][c:50]2[n:51][n:52]1>>[c:1]1(-[c:7]2[c:8]([C:12](=[O:14])[N:26]3[CH2:25][CH2:24][CH:23]([C:21]([c:20]4[cH:19][cH:18][c:17]([F:16])[cH:30][cH:29]4)=[O:22])[CH2:28][CH2:27]3)[n:9][cH:10][o:11]2)[cH:2][cH:3][cH:4][cH:5][cH:6]1. Reactants: ClCCl, COCOc1cc(Oc2ccc(S(C)(=O)=O)cc2)cc(C(=O)OC)c1, O=C(O)C(F)(F)F. Product: COC(=O)c1cc(O)cc(Oc2ccc(S(C)(=O)=O)cc2)c1. Reaction SMILES: [CH2:33]([Cl:34])[Cl:35].[CH3:8][O:9][C:10]([c:11]1[cH:12][c:13]([O:21][c:22]2[cH:23][cH:24][c:25]([S:28](=[O:29])(=[O:30])[CH3:31])[cH:26][cH:27]2)[cH:14][c:15]([O:17][CH2:18][O:19][CH3:20])[cH:16]1)=[O:32].[OH:1][C:2]([C:3]([F:4])([F:5])[F:6])=[O:7]>>[CH3:8][O:9][C:10]([c:11]1[cH:12][c:13]([O:21][c:22]2[cH:23][cH:24][c:25]([S:28](=[O:29])(=[O:30])[CH3:31])[cH:26][cH:27]2)[cH:14][c:15]([OH:17])[cH:16]1)=[O:32]. Starting materials: CC#N, O=C=NS(=O)(=O)c1cc([N+](=O)[O-])cs1, COc1cc(C)nc(N)n1. RXN SMILES: [CH3:25][C:26]#[N:27].[N+:11](=[O:12])([O-:13])[c:14]1[cH:15][c:16]([S:19](=[O:20])(=[O:21])[N:22]=[C:23]=[O:24])[s:17][cH:18]1.[NH2:1][c:2]1[n:3][c:4]([CH3:10])[cH:5][c:6]([O:8][CH3:9])[n:7]1>>[NH:1]([c:2]1[n:3][c:4]([CH3:10])[cH:5][c:6]([O:8][CH3:9])[n:7]1)[C:23]([NH:22][S:19]([c:16]1[cH:15][c:14]([N+:11](=[O:12])[O-:13])[cH:18][s:17]1)(=[O:20])=[O:21])=[O:24]. The product is COc1cc(C)nc(NC(=O)NS(=O)(=O)c2cc([N+](=O)[O-])cs2)n1.